Dataset: the Open Reaction Database (ORD), a public repository of structured organic reaction records. Task: describe an organic reaction: reactants, conditions, products, and yield Starting materials: ClC1=NC2=CC(=CC(=C2C(=C1C)Cl)F)F (2,4-dichloro-5,7-difluoro-3-methylquinoline), ClC1=CC(=NC=C1)[Sn](CCCC)(CCCC)CCCC (4-chloro-2-(tributylstannyl)pyridine), palladium tetrakistriphenylphosphine. Solvent: C1(=CC=CC=C1)C (toluene). The product is ClC1=C(C(=NC2=CC(=CC(=C12)F)F)C1=NC=CC(=C1)Cl)C (4-chloro-2-(4-chloropyridin-2-yl)-5,7-difluoro-3-methylquinoline). Reaction SMILES: Cl[C:2]1[C:11]([CH3:12])=[C:10]([Cl:13])[C:9]2[C:4](=[CH:5][C:6]([F:15])=[CH:7][C:8]=2[F:14])[N:3]=1.[Cl:16][C:17]1[CH:22]=[CH:21][N:20]=[C:19]([Sn](CCCC)(CCCC)CCCC)[CH:18]=1>C1(C)C=CC=CC=1>[Cl:13][C:10]1[C:9]2[C:4](=[CH:5][C:6]([F:15])=[CH:7][C:8]=2[F:14])[N:3]=[C:2]([C:19]2[CH:18]=[C:17]([Cl:16])[CH:22]=[CH:21][N:20]=2)[C:11]=1[CH3:12]. Reported procedure: The Stille coupled product was prepared according to Procedure E using 2,4-dichloro-5,7-difluoro-3-methylquinoline (0.5 g, 2.02 mmol), 4-chloro-2-(tributylstannyl)pyridine (0.893 g, 2.22 mmol), palladium tetrakistriphenylphosphine (0.23 g, 0.20 mmol) in toluene (4 mL) to give 4-chloro-2-(4-chloropyridin-2-yl)-5,7-difluoro-3-methylquinoline as a white solid. Mass Spectrum (ESI) m/e=325.0 (M+1). Starting materials: C1=CC=CC=2SC3=CC=CC=C3CC12 (thioxanthene), [Na] (sodium), C(=C)OCCCl (chloroethyl vinyl ether), [H-].[Na+] (sodium hydride). Run in CS(=O)C (dimethyl sulphoxide), O (water), CS(=O)C (dimethyl sulphoxide). Reaction conditions: temperature 20 celsius, time 16 hour. Yields the product C(=C)OCCC1(C2=CC=CC=C2SC=2C=CC=CC12)CCOC=C (9,9-bis(2'-vinyloxyethyl)thioxanthene). Reaction SMILES: [CH:1]1[C:14]2[CH2:13][C:12]3[C:7](=[CH:8][CH:9]=[CH:10][CH:11]=3)[S:6][C:5]=2[CH:4]=[CH:3][CH:2]=1.[Na].[H-].[Na+].[CH:18]([O:20][CH2:21][CH2:22]Cl)=[CH2:19]>CS(C)=O.O>[CH:18]([O:20][CH2:21][CH2:22][C:13]1([CH2:22][CH2:21][O:20][CH:18]=[CH2:19])[C:12]2[CH:11]=[CH:10][CH:9]=[CH:8][C:7]=2[S:6][C:5]2[C:14]1=[CH:1][CH:2]=[CH:3][CH:4]=2)=[CH2:19] |f:2.3,^1:14|. Reported procedure: A solution of thioxanthene (29.7 g.) in dimethyl sulphoxide (1,200 ml.) is added gradually to a solution of sodium methylsulphinylmethide [prepared in the usual way from sodium hydride (24 g. of a 60% dispersion in mineral oil) and dimethyl sulphoxide (300 ml.)]. The dark red mixture is cooled in ice and chloroethyl vinyl ether (44 g.) is added dropwise. The mixture is stirred under nitrogen for a further 16 hours, allowed to warm to ambient temperature (18°to 20° C.), poured into water (3 1.) a... Yields the product C(CCC)OC([C@@H](NC([C@H]1N(CCC1)C([C@H]1N(C(CC1)=O)C(=O)OCC1=CC=CC=C1)=O)=O)CCCNC(N)=N)OCCCC (N-benzyloxycarbonyl-L-pyroglutamyl-L-prolyl-L-argininal dibutylacetal). Solvent: C(Cl)(Cl)Cl (chloroform). As a reaction SMILES: Cl.[CH2:2]([O:6][CH:7]([O:42][CH2:43][CH2:44][CH2:45][CH3:46])[C@H:8]([CH2:35][CH2:36][CH2:37][NH:38][C:39](=[NH:41])[NH2:40])[NH:9][C:10](=[O:34])[C@@H:11]1[CH2:15][CH2:14][CH2:13][N:12]1[C:16](=[O:33])[C@@H:17]1[CH2:21][CH2:20][C:19](=[O:22])[N:18]1[C:23]([O:25][CH2:26][C:27]1[CH:32]=[CH:31][CH:30]=[CH:29][CH:28]=1)=[O:24])[CH2:3][CH2:4][CH3:5]>C(Cl)(Cl)Cl>[CH2:43]([O:42][CH:7]([O:6][CH2:2][CH2:3][CH2:4][CH3:5])[C@H:8]([CH2:35][CH2:36][CH2:37][NH:38][C:39](=[NH:40])[NH2:41])[NH:9][C:10](=[O:34])[C@@H:11]1[CH2:15][CH2:14][CH2:13][N:12]1[C:16](=[O:33])[C@@H:17]1[CH2:21][CH2:20][C:19](=[O:22])[N:18]1[C:23]([O:25][CH2:26][C:27]1[CH:28]=[CH:29][CH:30]=[CH:31][CH:32]=1)=[O:24])[CH2:44][CH2:45][CH3:46] |f:0.1|. Procedure details: In chloroform was dissolved N-benzyloxycarbonyl-L-pyroglutamyl-L-prolyl-L-argininal dibutylacetal hydrochloride (0.3 g, 0.45 mmol). The solution was washed 3 times with saturated sodium sulfate aqueous solution containing 5% sulfuric acid and twice with 20 ml of saturated sodium sulfate aqueous solution. After drying over magnesium sulfate, the mixture was concentrated and dried under reduced pressure to give N-benzyloxycarbonyl-L-pyroglutamyl-L-prolyl-L-argininal dibutylacetal 1/2 sulfate as oi... The reactants are Cl.C(CCC)OC([C@@H](NC([C@H]1N(CCC1)C([C@H]1N(C(CC1)=O)C(=O)OCC1=CC=CC=C1)=O)=O)CCCNC(N)=N)OCCCC (N-benzyloxycarbonyl-L-pyroglutamyl-L-prolyl-L-argininal dibutylacetal hydrochloride). The reactants are FC1CN(CCC1=O)C1=C(C=C(C=C1)[N+](=O)[O-])F (4-(3-fluoro-4-oxo-piperidin-1-yl)-3-fluoronitrobenzene), COC(OC)OC (trimethylorthoformate), O.C1(=CC=C(C=C1)S(=O)(=O)O)C (p-toluene-sulphonic acid monohydrate). Solvent: CO (methanol). Conditions: temperature 45 celsius. The product is COC1(C(CN(CC1)C1=C(C=C(C=C1)[N+](=O)[O-])F)F)OC (4-(4,4-dimethoxy-3-fluoropiperidin-1-yl)-3-fluoronitrobenzene). Yield: 78.0%. RXN SMILES: [F:1][CH:2]1C(=O)[CH2:6][CH2:5][N:4]([C:9]2[CH:14]=[CH:13][C:12]([N+:15]([O-:17])=[O:16])=[CH:11][C:10]=2[F:18])[CH2:3]1.[CH3:19][O:20][CH:21](OC)[O:22][CH3:23].O.C1(C)C=CC(S(O)(=O)=O)=CC=1>CO>[CH3:19][O:20][C:21]1([O:22][CH3:23])[CH2:6][CH2:5][N:4]([C:9]2[CH:14]=[CH:13][C:12]([N+:15]([O-:17])=[O:16])=[CH:11][C:10]=2[F:18])[CH2:3][CH:2]1[F:1] |f:2.3|. Reported procedure: The mixture of 4-(3-fluoro-4-oxo-piperidin-1-yl)-3-fluoronitrobenzene (65 mmol), trimethylorthoformate (130 mmol), p-toluene-sulphonic acid monohydrate (67 mmol) in methanol was heated at 45° C. for 24 hours. Solvent was removed and residual mass was taken into ethyl acetate and saturated sodium bicarbonate solution mixture. The organic layer was dried and removal of the solvent afforded title compound as a solid in 78% yield.